From a dataset of the Open Reaction Database (ORD), a public repository of structured organic reaction records. describe an organic reaction: reactants, conditions, products, and yield The reactants are CCOC(=O)COc1ccc(OCc2ccccc2)cc1OCc1ccccc1, CO, [K+], [OH-]. As a reaction SMILES: [CH2:1]([c:2]1[cH:3][cH:4][cH:5][cH:6][cH:7]1)[O:8][c:9]1[c:10]([O:11][CH2:12][C:13](=[O:14])[O:15][CH2:16][CH3:17])[cH:18][cH:19][c:20]([O:22][CH2:23][c:24]2[cH:25][cH:26][cH:27][cH:28][cH:29]2)[cH:21]1.[CH3:32][OH:33].[K+:31].[OH-:30]>>[CH2:1]([c:2]1[cH:3][cH:4][cH:5][cH:6][cH:7]1)[O:8][c:9]1[c:10]([O:11][CH2:12][C:13](=[O:14])[OH:15])[cH:18][cH:19][c:20]([O:22][CH2:23][c:24]2[cH:25][cH:26][cH:27][cH:28][cH:29]2)[cH:21]1. The product is O=C(O)COc1ccc(OCc2ccccc2)cc1OCc1ccccc1. RXN SMILES: [OH:1][CH:2]1[CH:6]([OH:7])[CH2:5][CH:4]([CH2:8][CH2:9][CH2:10][CH2:11][CH2:12][CH2:13][C:14]([O:16]CC)=[O:15])[CH:3]1[CH2:19][CH2:20][CH:21]([OH:27])[CH2:22][CH2:23][CH2:24][CH2:25][CH3:26].[OH-].[Na+]>C(O)C>[OH:1][CH:2]1[CH:6]([OH:7])[CH2:5][CH:4]([CH2:8][CH2:9][CH2:10][CH2:11][CH2:12][CH2:13][C:14]([OH:16])=[O:15])[CH:3]1[CH2:19][CH2:20][CH:21]([OH:27])[CH2:22][CH2:23][CH2:24][CH2:25][CH3:26] |f:1.2|. Reported procedure: Ethyl 7-[3,4-dihydroxy-2-(3-hydroxyoctyl)-cyclopentyl]heptanoate (2.6 g.) [prepared as described in (p) above], ethanol (50 ml.) and 2N aqueous sodium hydroxide solution (50 ml.) were heated together at reflux for 18 hours. The ethanol was removed in vacuo, water (25 ml.) was added and the mixture was washed with diethyl ether. The aqueous phase {which was a solution of sodium 7-[3,4-dihydroxy-2-(3-hydroxyoctyl)cyclopentyl]heptanoate} was acidified to pH 1 by the dropwise addition of concentrate... The product is OC1C(C(CC1O)CCCCCCC(=O)O)CCC(CCCCC)O (7-[3,4-dihydroxy-2-(3-hydroxyoctyl)cyclopentyl]heptanoic acid). Solvent: C(C)O (ethanol). Yield: 45.6%. The reactants are OC1C(C(CC1O)CCCCCCC(=O)OCC)CCC(CCCCC)O (ethyl 7-[3,4-dihydroxy-2-(3-hydroxyoctyl)cyclopentyl]heptanoate), [OH-].[Na+] (sodium hydroxide). Reactants: C1CCOC1, Clc1nc(COc2ccccc2)nc2ccccc12, Nc1cc(C2CC2)[nH]n1. Yields the product c1ccc(OCc2nc(Nc3cc(C4CC4)n[nH]3)c3ccccc3n2)cc1. As a reaction SMILES: [CH2:29]1[O:30][CH2:31][CH2:32][CH2:33]1.[Cl:1][c:2]1[n:3][c:4]([CH2:12][O:13][c:14]2[cH:15][cH:16][cH:17][cH:18][cH:19]2)[n:5][c:6]2[cH:7][cH:8][cH:9][cH:10][c:11]12.[NH2:20][c:21]1[n:22][nH:23][c:24]([CH:26]2[CH2:27][CH2:28]2)[cH:25]1>>[c:2]1([NH:20][c:21]2[nH:22][n:23][c:24]([CH:26]3[CH2:27][CH2:28]3)[cH:25]2)[n:3][c:4]([CH2:12][O:13][c:14]2[cH:15][cH:16][cH:17][cH:18][cH:19]2)[n:5][c:6]2[cH:7][cH:8][cH:9][cH:10][c:11]12.